From a dataset of the Open Reaction Database (ORD), a public repository of structured organic reaction records. describe an organic reaction: reactants, conditions, products, and yield Starting materials: CNS(=O)(=O)C=1C=C2CC(NC2=CC1)=O (2-oxo-2,3-dihydro-1H-indole-5-sulfonic acid methylamide), CC1=C(C2=C(N1)C(CC2)=O)C(=O)O (2-Methyl-6-oxo-1,4,5,6-tetrahydro-cyclopenta[b]pyrrole-3-carboxylic acid). Solvent: CN(C)C=O (DMF), N1CCCCC1 (piperidine). Conditions: temperature 110 celsius, time 48 hour. Product: CC1=C(C2=C(N1)\C(\CC2)=C\2/C(NC1=CC=C(C=C21)S(NC)(=O)=O)=O)C(=O)O (2-Methyl-6-[5-methylsulfamoyl-2-oxo-1,2-dihydro-indol-(3Z)-ylidene]-1,4,5,6-tetrahydro-cyclopenta[b]pyrrole-3-carboxylic acid). Yield: 24.5%. As a reaction SMILES: [CH3:1][NH:2][S:3]([C:6]1[CH:7]=[C:8]2[C:12](=[CH:13][CH:14]=1)[NH:11][C:10](=[O:15])[CH2:9]2)(=[O:5])=[O:4].[CH3:16][C:17]1[NH:21][C:20]2[C:22](=O)[CH2:23][CH2:24][C:19]=2[C:18]=1[C:26]([OH:28])=[O:27]>CN(C=O)C.N1CCCCC1>[CH3:16][C:17]1[NH:21][C:20]2/[C:22](=[C:9]3\[C:10](=[O:15])[NH:11][C:12]4[C:8]\3=[CH:7][C:6]([S:3](=[O:5])(=[O:4])[NH:2][CH3:1])=[CH:14][CH:13]=4)/[CH2:23][CH2:24][C:19]=2[C:18]=1[C:26]([OH:28])=[O:27]. Procedure details: A mixture of 2-oxo-2,3-dihydro-1H-indole-5-sulfonic acid methylamide (905 mg, 4 mmol) and 2-methyl-6-oxo-1,4,5,6-tetrahydro-cyclopenta[b]pyrrole-3-carboxylic acid (Example B, 716 mg, 4 mmol) in DMF (50 mL) and piperidine (5 mL) was heated at 110° C. with stirring for 48 hours. The solvent was removed and the residue was suspended in methanol-ice-water and acidified with 2N HCl. The solid was collected by filtration and then suspended in DCM. The suspension was washed with 2N aq. NaOH for three t... Starting materials: NC1=NC=2C=CC=CC2C2=C1N=C(N2CC(C)(C)NC(OC(C)(C)C)=O)COCC (Tert-butyl 2-[4-amino-2-(ethoxymethyl)-1H-imidazo[4,5-c]quinolin-1-yl]-1,1-dimethylethylcarbamate), Cl (HCl). The solvent is CCO (EtOH), CCO (EtOH). Product: NC(CN1C(=NC=2C(=NC=3C=CC=CC3C21)N)COCC)(C)C (1-(2-amino-2-methylpropyl)-2-(ethoxymethyl)-1H-imidazo[4,5-c]quinoline-4-amine). The yield is 84.5%. As a reaction SMILES: [NH2:1][C:2]1[C:11]2[N:12]=[C:13]([CH2:27][O:28][CH2:29][CH3:30])[N:14]([CH2:15][C:16]([NH:19]C(=O)OC(C)(C)C)([CH3:18])[CH3:17])[C:10]=2[C:9]2[CH:8]=[CH:7][CH:6]=[CH:5][C:4]=2[N:3]=1.Cl>CCO>[NH2:19][C:16]([CH3:17])([CH3:18])[CH2:15][N:14]1[C:10]2[C:9]3[CH:8]=[CH:7][CH:6]=[CH:5][C:4]=3[N:3]=[C:2]([NH2:1])[C:11]=2[N:12]=[C:13]1[CH2:27][O:28][CH2:29][CH3:30]. Procedure details: Tert-butyl 2-[4-amino-2-(ethoxymethyl)-1H-imidazo[4,5-c]quinolin-1-yl]-1,1-dimethylethylcarbamate (1.26 g, 3.05 mmol) was dissolved in 10 mL of EtOH and treated with 10 mL of 2 M HCl in EtOH. After heating at reflux for 2 hours, the reaction mixture was cooled and concentrated under reduced pressure. The resulting yellow solid was dissolved in 50 mL of H2O and extracted with CHCl3 (20 mL). The organic layer was discarded and the aqueous portion was made basic (pH˜12) by addition of concentrated ... Reactants: C(C)(=O)C=1C(=C(C=C(C1OC)C(C)=O)OC)OC (3, 5-diacetyl-1,2,4-trimethoxybenzene), C(C)(=O)OO (peracetic acid). The product is C(C)(=O)OC=1C(=C(C(=C(C1)OC)OC)C(C)=O)OC (5-acetoxy-3acetyl-1,2,4-trimethoxybenzene). Yield: 30.0%. As a reaction SMILES: [C:1]([C:4]1[C:5]([O:17][CH3:18])=[C:6]([O:15][CH3:16])[CH:7]=[C:8](C(=O)C)[C:9]=1[O:10][CH3:11])(=[O:3])[CH3:2].[C:19]([O:22]O)(=[O:21])[CH3:20]>>[C:19]([O:22][C:8]1[C:9]([O:10][CH3:11])=[C:4]([C:1](=[O:3])[CH3:2])[C:5]([O:17][CH3:18])=[C:6]([O:15][CH3:16])[CH:7]=1)(=[O:21])[CH3:20]. Reported procedure: It is moreover known from another class of substances that re action of 3, 5-diacetyl-1,2,4-trimethoxybenzene with peracetic acid provides 5-acetoxy-3acetyl-1,2,4-trimethoxybenzene as byproduct in 30% yield (H.H. Lee et al., J. Chem. Soc. 1965, 2743-2749). The reactants are C(C1=CC=CC=C1)N([C@@H]1C[C@H](CC1)C(=O)OCC1=CC=CC=C1)CC1=CC=CC=C1 (trans-benzyl 3-(dibenzylamino)cyclopentanecarboxylate), C[Mg+].[Br-] (MeMgBr), C1CCOC1 (THF), [NH4+].[Cl-] (NH4Cl). Run at time 8 hour. Yields the product C(C1=CC=CC=C1)N([C@@H]1C[C@H](CC1)C(C)(C)O)CC1=CC=CC=C1 (2-(trans-3-(dibenzylamino)cyclopentyl)propan-2-ol). The yield is 133.0%. As a reaction SMILES: [CH2:1]([N:8]([CH2:24][C:25]1[CH:30]=[CH:29][CH:28]=[CH:27][CH:26]=1)[C@H:9]1[CH2:13][CH2:12][C@H:11](C(OCC2C=CC=CC=2)=O)[CH2:10]1)[C:2]1[CH:7]=[CH:6][CH:5]=[CH:4][CH:3]=1.[CH3:31][Mg+].[Br-].[NH4+].[Cl-].[CH2:36]1[CH2:40][O:39]CC1>>[CH2:24]([N:8]([CH2:1][C:2]1[CH:3]=[CH:4][CH:5]=[CH:6][CH:7]=1)[C@H:9]1[CH2:13][CH2:12][C@H:11]([C:40]([OH:39])([CH3:36])[CH3:31])[CH2:10]1)[C:25]1[CH:30]=[CH:29][CH:28]=[CH:27][CH:26]=1 |f:1.2,3.4|. Procedure details: To a 0° C. solution of trans-benzyl 3-(dibenzylamino)cyclopentanecarboxylate (2.8 g, 7 mmol) in THF (250 mL) was added dropwise MeMgBr (23 mL, 70 mmol). After the addition, the reaction mixture was stirred at room temperature overnight. TLC (PE) showed the reaction was complete. The mixture was cooled and poured into sat. NH4Cl (300 mL) and extracted with EtOAc (100 mL*3). The combined extracts were dried over Na2SO4, filtered and concentrated in vacuo to give crude 2-(trans-3-(dibenzylamino)cyc... Starting materials: N1C=NC=C1 (imidazole), [H-].[Na+] (Sodium hydride), O (Water), [H-].[Na+] (sodium hydride), ClCCCOC1=CC=C(C(=O)OCC)C=C1 (Ethyl 4-(3-chloropropoxy)benzoate). Solvent: CN(C=O)C (N,N-dimethylformamide). Conditions: temperature 100 celsius. Yields the product C(C)OC(=O)C1=CC=C(OCCCN2C=NC=C2)C=C1 (1-[3-(4-ethoxycarbonylphenoxy)propyl]imidazole). As a reaction SMILES: [H-].[Na+].[NH:3]1[CH:7]=[CH:6][N:5]=[CH:4]1.Cl[CH2:9][CH2:10][CH2:11][O:12][C:13]1[CH:23]=[CH:22][C:16]([C:17]([O:19][CH2:20][CH3:21])=[O:18])=[CH:15][CH:14]=1.O>CN(C)C=O>[CH2:20]([O:19][C:17]([C:16]1[CH:22]=[CH:23][C:13]([O:12][CH2:11][CH2:10][CH2:9][N:3]2[CH:7]=[CH:6][N:5]=[CH:4]2)=[CH:14][CH:15]=1)=[O:18])[CH3:21] |f:0.1|. Procedure details: Sodium hydride (0.6 g, 50% suspension in mineral oil) was added cautiously to a stirred and cooled solution of imidazole (0.79 g) in dry N,N-dimethylformamide (50 ml). After the initial vigorous reaction had subsided the mixture was heated to 100° C. for 10 minutes and then stirred at room temperature for a further 1 hour. Ethyl 4-(3-chloropropoxy)benzoate (2.8 g) was added over 2 minutes and the resulting mixture was heated on a steam bath for 6 hours and then cooled. Water (1 ml) was added to ... Reactants: ICCOC1OCCCC1 (2-(2-iodo-ethoxy)-tetrahydro-pyran), ClCCC(=C(C1=CC=CC=C1)C1=CC=C(C=C1)O)C1=CC=CC=C1 (4-(4-Chloro-1,2-diphenyl-but-1-enyl)phenol), [H-].[Na+] (Sodium hydride), ICCOC1OCCCC1 (2-(2-iodo-ethoxy)-tetrahydropyran), O (water). Product: ClCCC(=C(C1=CC=CC=C1)C1=CC=C(OCCO)C=C1)C1=CC=CC=C1 (2-[4-(4-Chloro-1,2-diphenyl-but-1-enyl)-phenoxy]-ethanol). Solvent: O1CCCC1 (tetrahydrofuran), C1CCOC1 (THF). As a reaction SMILES: [Cl:1][CH2:2][CH2:3][C:4]([C:19]1[CH:24]=[CH:23][CH:22]=[CH:21][CH:20]=1)=[C:5]([C:12]1[CH:17]=[CH:16][C:15]([OH:18])=[CH:14][CH:13]=1)[C:6]1[CH:11]=[CH:10][CH:9]=[CH:8][CH:7]=1.[H-].[Na+].I[CH2:28][CH2:29][O:30]C1CCCCO1.O>O1CCCC1>[Cl:1][CH2:2][CH2:3][C:4]([C:19]1[CH:24]=[CH:23][CH:22]=[CH:21][CH:20]=1)=[C:5]([C:12]1[CH:13]=[CH:14][C:15]([O:18][CH2:28][CH2:29][OH:30])=[CH:16][CH:17]=1)[C:6]1[CH:11]=[CH:10][CH:9]=[CH:8][CH:7]=1 |f:1.2|. Procedure details: 4-(4-Chloro-1,2-diphenyl-but-1-enyl)phenol (0.23 g, 0.689 mmol) was dissolved in tetrahydrofuran (3 ml) under nitrogen atmosphere. Sodium hydride (0.025 g, 1.03 mmol) was added to the solution and the mixture was stirred at room temperature for an hour. 2-(2-iodo-ethoxy)-tetrahydropyran (0.3 g, 1.17 mmol) was added and the mixture was refluxed for 2 hours. Additional portions of 2-(2-iodo-ethoxy)-tetrahydro-pyran (0.5 g, 2 mmol) were added to the mixture during seven hours. After cooling and add...